This data is from the Open Reaction Database (ORD), a public repository of structured organic reaction records. The task is: describe an organic reaction: reactants, conditions, products, and yield The reactants are CC(C)(C)OC(=O)N1CCCC1C(=O)O, CCN=C=NCCCN(C)C, CCN(C(C)C)C(C)C, ClCCl, Cl, Cl, NCC(=O)c1ccc(Br)cc1, O, On1nnc2ccccc21. Yields the product CC(C)(C)OC(=O)N1CCCC1C(=O)NCC(=O)c1ccc(Br)cc1. RXN SMILES: [C:1](=[O:2])([O:3][C:4]([CH3:5])([CH3:6])[CH3:7])[N:8]1[CH:9]([C:10](=[O:11])[OH:12])[CH2:13][CH2:14][CH2:15]1.[CH2:28]([N:29]=[C:30]=[N:31][CH2:32][CH2:33][CH2:34][N:35]([CH3:36])[CH3:37])[CH3:38].[CH:51]([N:52]([CH2:53][CH3:54])[CH:55]([CH3:56])[CH3:57])([CH3:58])[CH3:59].[Cl:60][CH2:61][Cl:62].[ClH:27].[ClH:39].[NH2:40][CH2:41][C:42](=[O:43])[c:44]1[cH:45][cH:46][c:47]([Br:50])[cH:48][cH:49]1.[OH2:26].[OH:16][n:17]1[c:18]2[c:19]([cH:20][cH:21][cH:22][cH:23]2)[n:24][n:25]1>>[C:1](=[O:2])([O:3][C:4]([CH3:5])([CH3:6])[CH3:7])[N:8]1[CH:9]([C:10](=[O:12])[NH:40][CH2:41][C:42](=[O:43])[c:44]2[cH:45][cH:46][c:47]([Br:50])[cH:48][cH:49]2)[CH2:13][CH2:14][CH2:15]1. Starting materials: BrC1=C(C=NN1C)C(=O)O (5-bromo-1-methyl-1H-pyrazole-4-carboxylic acid), C(C(=O)Cl)(=O)Cl (oxalyl chloride), CN(C=O)C (N,N-dimethylformamide), NC=1C(=CC(=C(OC2=C(C3=C(N=C(S3)NC(=O)C3CC3)C=C2)C#N)C1)Cl)F (N-[6-(5-Amino-2-chloro-4-fluorophenoxy)-7-cyano-1,3-benzothiazol-2-yl]cyclopropanecarboxamide). The solvent is O1CCCC1 (tetrahydrofuran), C(C)(=O)OCC (ethyl acetate). Conditions: time 1 hour. Product: BrC1=C(C=NN1C)C(=O)NC1=C(C=C(C(=C1)OC1=C(C2=C(N=C(S2)NC(=O)C2CC2)C=C1)C#N)Cl)F (5-bromo-N-[4-chloro-5-({7-cyano-2-[(cyclopropylcarbonyl)amino]-1,3-benzothiazol-6-yl}oxy)-2-fluorophenyl]-1-methyl-1H-pyrazole-4-carboxamide). Yield: 25.8%. Reaction SMILES: [Br:1][C:2]1[N:6]([CH3:7])[N:5]=[CH:4][C:3]=1[C:8]([OH:10])=O.C(Cl)(=O)C(Cl)=O.CN(C)C=O.[NH2:22][C:23]1[C:24]([F:48])=[CH:25][C:26]([Cl:47])=[C:27]([CH:46]=1)[O:28][C:29]1[CH:43]=[CH:42][C:32]2[N:33]=[C:34]([NH:36][C:37]([CH:39]3[CH2:41][CH2:40]3)=[O:38])[S:35][C:31]=2[C:30]=1[C:44]#[N:45]>O1CCCC1.C(OCC)(=O)C>[Br:1][C:2]1[N:6]([CH3:7])[N:5]=[CH:4][C:3]=1[C:8]([NH:22][C:23]1[CH:46]=[C:27]([O:28][C:29]2[CH:43]=[CH:42][C:32]3[N:33]=[C:34]([NH:36][C:37]([CH:39]4[CH2:41][CH2:40]4)=[O:38])[S:35][C:31]=3[C:30]=2[C:44]#[N:45])[C:26]([Cl:47])=[CH:25][C:24]=1[F:48])=[O:10]. Procedure: To a solution of 5-bromo-1-methyl-1H-pyrazole-4-carboxylic acid (68 mg, 0.331 mmol) in tetrahydrofuran (1 mL) were added oxalyl chloride (35 μL, 0.408 mmol) and N,N-dimethylformamide (5 μL), and the mixture was stirred at room temperature for 1 hr. The reaction mixture was concentrated under reduced pressure, and the residue was dissolved in N,N-dimethylacetamide (1 mL). N-[6-(5-Amino-2-chloro-4-fluorophenoxy)-7-cyano-1,3-benzothiazol-2-yl]cyclopropanecarboxamide (90 mg, 0.223 mmol) produced in ... The reactants are COS(=O)(=O)OC (Me2SO4), [N+](=O)([O-])C1=C(C=CC=C1)CO ((2-nitrophenyl)methanol), [OH-].[Na+] (NaOH). The reagents and catalysts are S(=O)(=O)(O)[O-].C(CCC)[N+](CCCC)(CCCC)CCCC (tetrabutylammonium hydrogen sulfate). The solvent is C(Cl)Cl (DCM), C(Cl)Cl (DCM), O (water). Run at time 10 minute. Yields the product COCC1=C(C=CC=C1)[N+](=O)[O-] (1-(methoxymethyl)-2-nitrobenzene). The yield is 91.4%. RXN SMILES: [N+:1]([C:4]1[CH:9]=[CH:8][CH:7]=[CH:6][C:5]=1[CH2:10][OH:11])([O-:3])=[O:2].[OH-].[Na+].[CH3:14]OS(OC)(=O)=O>C(Cl)Cl.O.S([O-])(O)(=O)=O.C([N+](CCCC)(CCCC)CCCC)CCC>[CH3:14][O:11][CH2:10][C:5]1[CH:6]=[CH:7][CH:8]=[CH:9][C:4]=1[N+:1]([O-:3])=[O:2] |f:1.2,6.7|. Reported procedure: To a solution of (2-nitrophenyl)methanol (5.13 g, 33.50 mmol) in DCM (75 mL) was added 3.35 N NaOH (75 mL, 251.2 mmol) in water at ambient temperature and stirred at ambient temperature for 10 minutes. Me2SO4 (6.38 ml, 67.0 mmol) and tetrabutylammonium hydrogen sulfate (0.57 g, 1.68 mmol) were added and the mixture stirred vigorously for 20 hours at ambient temperature. The reaction mixture was diluted with DCM (100 mL) and organic layer was separated, washed with brine, dried (sodium sulfate), ... The reactants are C(Cl)(Cl)Cl (chloroform), C1(=CC=CC=C1)NC1C(C2=CC=CC=C2CC1)=O (2-phenylaminotetralone), S(=O)(=O)(C1=CC=C(C)C=C1)NN (tosylhydrazine). Solvent: C(C)O (ethanol). Run at temperature -10 celsius. The product is C1(=CC=CC=C1)NC1CC2=CC=CC=C2CC1 (2-phenylaminotetraline). Yield: 80.0%. As a reaction SMILES: [C:1]1([NH:7][CH:8]2[CH2:17][CH2:16][C:15]3[C:10](=[CH:11][CH:12]=[CH:13][CH:14]=3)[C:9]2=O)[CH:6]=[CH:5][CH:4]=[CH:3][CH:2]=1.S(NN)(C1C=CC(C)=CC=1)(=O)=O.C(Cl)(Cl)Cl>C(O)C>[C:1]1([NH:7][CH:8]2[CH2:17][CH2:16][C:15]3[C:10](=[CH:11][CH:12]=[CH:13][CH:14]=3)[CH2:9]2)[CH:2]=[CH:3][CH:4]=[CH:5][CH:6]=1. Reported procedure: 2.37 grams (0.01 mol.) of 2-phenylaminotetralone (formula I: R = phenyl) are refluxed during 6 hours in 50 ml of ethanol, in the presence of one equivalent of tosylhydrazine. After the removal of the alcohol, 100 ml of alcohol-free chloroform are added to the residue (crude tosylhydrazone). After cooling to -10°C, 0.011 mol. of catecholborane are added and the reaction is allowed to take place during 30 minutes. 0.03 mol. of trihydrated sodium acetate are then added so as to initiate the decompo...